From a dataset of the Open Reaction Database (ORD), a public repository of structured organic reaction records. describe an organic reaction: reactants, conditions, products, and yield The reactants are C(C)OC1=NN(C=C1CCC(=O)OCC)CC1=CC(=C(C=C1)OCC=1C=NC=CC1)OC (ethyl 3-[3-ethoxy-1-[3-methoxy-4-(3-pyridylmethoxy)benzyl]-1H-pyrazole-4-yl]propionate), [OH-].[Na+] (sodium hydroxide), O1CCCC1 (tetrahydrofuran), C(C)O (ethanol). Solvent: Cl (hydrochloric acid). Reaction conditions: time 2 hour. Product: C(C)OC1=NN(C=C1CCC(=O)O)CC1=CC(=C(C=C1)OCC=1C=NC=CC1)OC (3-[3-ethoxy-1-[3-methoxy-4-(3-pyridylmethoxy)benzyl]-1H-pyrazol-4-yl]propionic acid). Isolated yield 77.2%. As a reaction SMILES: [CH2:1]([O:3][C:4]1[C:8]([CH2:9][CH2:10][C:11]([O:13]CC)=[O:12])=[CH:7][N:6]([CH2:16][C:17]2[CH:22]=[CH:21][C:20]([O:23][CH2:24][C:25]3[CH:26]=[N:27][CH:28]=[CH:29][CH:30]=3)=[C:19]([O:31][CH3:32])[CH:18]=2)[N:5]=1)[CH3:2].[OH-].[Na+].O1CCCC1.C(O)C>Cl>[CH2:1]([O:3][C:4]1[C:8]([CH2:9][CH2:10][C:11]([OH:13])=[O:12])=[CH:7][N:6]([CH2:16][C:17]2[CH:22]=[CH:21][C:20]([O:23][CH2:24][C:25]3[CH:26]=[N:27][CH:28]=[CH:29][CH:30]=3)=[C:19]([O:31][CH3:32])[CH:18]=2)[N:5]=1)[CH3:2] |f:1.2|. Reported procedure: A mixture of ethyl 3-[3-ethoxy-1-[3-methoxy-4-(3-pyridylmethoxy)benzyl]-1H-pyrazole-4-yl]propionate (527 mg), 1 N aqueous sodium hydroxide solution (2.5 ml), tetrahydrofuran (5 ml), and ethanol (5 ml) was stirred at room temperature for two hours, diluted with 1 N hydrochloric acid (2.5 ml), and extracted with ethyl acetate. The ethyl acetate layer was washed with saturated aqueous sodium chloride solution, dried (MgSO4), and concentrated. The obtained colorless crystals were collected by filtra... Starting materials: C(=O)=O (dry ice), C(CCCCCCCCCCC)C1=NOC(=C1)C (3-dodecyl-5-methylisoxazole), solution, C(CCC)[Li] (n-butyl lithium). Procedure: To a cold (-75° C.), stirred suspension of 3-dodecyl-5-methylisoxazole (3.40 g, 0.0135 mol) in dry tetrahydrofuran (900 mL) was added in one portion a 1.6M solution (8.5 mL, 0.014 mol) of n-butyl lithium in hexanes, and the mixture was stirred for 1.5 hours. The mixture was poured onto freshly crushed dry ice and allowed to warm overnight. The mixture was rotoevaporated, and the residue was partitioned between petroleum ether and 0.5M NaOH. The aqueous layer was washed (petroleum ether), acidifi... Reaction SMILES: [CH2:1]([C:13]1[CH:17]=[C:16]([CH3:18])[O:15][N:14]=1)[CH2:2][CH2:3][CH2:4][CH2:5][CH2:6][CH2:7][CH2:8][CH2:9][CH2:10][CH2:11][CH3:12].C([Li])CCC.[C:24](=[O:26])=[O:25]>O1CCCC1>[CH2:1]([C:13]1[CH:17]=[C:16]([CH2:18][C:24]([OH:26])=[O:25])[O:15][N:14]=1)[CH2:2][CH2:3][CH2:4][CH2:5][CH2:6][CH2:7][CH2:8][CH2:9][CH2:10][CH2:11][CH3:12]. The solvent is O1CCCC1 (tetrahydrofuran), hexanes. Yields the product C(CCCCCCCCCCC)C1=NOC(=C1)CC(=O)O (3-Dodecyl-5-isoxazole acetic acid). Conditions: temperature -75 celsius.